Dataset: the Open Reaction Database (ORD), a public repository of structured organic reaction records. Task: describe an organic reaction: reactants, conditions, products, and yield Reactants: O=C([O-])[O-], COC(=O)c1cc(C(C)=O)ccc1O, CC#N, CC(C)CI, [K+], [K+]. Product: COC(=O)c1cc(C(C)=O)ccc1OCC(C)C. RXN SMILES: [C:20](=[O:21])([O-:22])[O-:23].[C:6]([CH3:7])(=[O:8])[c:9]1[cH:10][cH:11][c:12]([OH:19])[c:13]([C:14](=[O:15])[O:16][CH3:17])[cH:18]1.[CH3:26][C:27]#[N:28].[I:1][CH2:2][CH:3]([CH3:4])[CH3:5].[K+:24].[K+:25]>>[CH2:2]([CH:3]([CH3:4])[CH3:5])[O:19][c:12]1[cH:11][cH:10][c:9]([C:6]([CH3:7])=[O:8])[cH:18][c:13]1[C:14](=[O:15])[O:16][CH3:17].